This data is from the Open Reaction Database (ORD), a public repository of structured organic reaction records. The task is: describe an organic reaction: reactants, conditions, products, and yield Starting materials: C(CCC)[Li] (n-Butyl lithium), [I-].C(C)(C)[P+](C1=CC=CC=C1)(C1=CC=CC=C1)C1=CC=CC=C1 (isopropyltriphenylphosphonium iodide), C(C1=CC=CC=C1)N1CCC(CC1)N(C1=NC=CC=C1C=O)C (1-Benzyl-4-[N-methyl-N-(3-(formyl)-2-pyridinyl)amino]piperidine). Solvent: C1CCOC1 (THF), C1CCOC1 (THF). Run at time 30 minute. The product is C(C1=CC=CC=C1)N1CCC(CC1)N(C1=NC=CC=C1C=C(C)C)C (1-Benzyl-4-[N-methyl-N-(3-(2-methyl-1-propenyl)-2-pyridinyl)amino]piperidine). Reaction SMILES: [CH2:1]([Li])[CH2:2][CH2:3]C.[I-].C([P+](C1C=CC=CC=1)(C1C=CC=CC=1)C1C=CC=CC=1)(C)C.[CH2:29]([N:36]1[CH2:41][CH2:40][CH:39]([N:42]([CH3:51])[C:43]2[C:48]([CH:49]=O)=[CH:47][CH:46]=[CH:45][N:44]=2)[CH2:38][CH2:37]1)[C:30]1[CH:35]=[CH:34][CH:33]=[CH:32][CH:31]=1>C1COCC1>[CH2:29]([N:36]1[CH2:41][CH2:40][CH:39]([N:42]([CH3:51])[C:43]2[C:48]([CH:49]=[C:2]([CH3:3])[CH3:1])=[CH:47][CH:46]=[CH:45][N:44]=2)[CH2:38][CH2:37]1)[C:30]1[CH:35]=[CH:34][CH:33]=[CH:32][CH:31]=1 |f:1.2|. Reported procedure: n-Butyl lithium (1.6M, 8.1 ml, 12.93 mmol) is added to a suspension of isopropyltriphenylphosphonium iodide (5.6 g, 12.93 mmol) in dry THF. The ylide is allowed to generate for 45 min at 20°-25° under nitrogen before a solution of 1-benzyl-4-[N-methyl-N-(3-(formyl)-2-pyridinyl)amino]piperidine (XXI, EXAMPLE 13, 2.0 g, 6.5 mmol) in dry THF is added. The reaction is stirred an additional 30 min before being quenched with water and extracted with chloroform. The extracts are washed with saline and ... The reactants are Br (HBr), CC(=O)O (AcOH), C(C1=CC=CC=C1)(=O)[C@]([C@@]([C@@](C(=O)C(C1=CC=CC=C1)=O)(O)C(C1=CC=CC=C1)=O)(O)C(C1=CC=CC=C1)=O)(O)CO (Tetra-benzoyl-L-Ribose). Run in ClCCl (Dichloromethane), ClCCl (dichloromethane). Run at temperature 0 celsius, time 30 minute. The product is BrC(=O)[C@@](O)([C@@](O)([C@@](O)(CO)C(C1=CC=CC=C1)=O)C(C1=CC=CC=C1)=O)C(C1=CC=CC=C1)=O (1-bromo-2,3,4-tri-benzoyl-L-Ribose). Yield: 84.0%. RXN SMILES: [C:1]([C@@:9]([CH2:41][OH:42])([OH:40])[C@:10]([C:32](=[O:39])[C:33]1[CH:38]=[CH:37][CH:36]=[CH:35][CH:34]=1)([OH:31])[C@:11]([C:23](=[O:30])[C:24]1[CH:29]=[CH:28][CH:27]=[CH:26][CH:25]=1)([OH:22])[C:12](C(=O)C1C=CC=CC=1)=[O:13])(=[O:8])[C:2]1[CH:7]=[CH:6][CH:5]=[CH:4][CH:3]=1.[BrH:43].CC(O)=O>ClCCl>[Br:43][C:12]([C@:11]([C:23](=[O:30])[C:24]1[CH:25]=[CH:26][CH:27]=[CH:28][CH:29]=1)([C@:10]([C:32](=[O:39])[C:33]1[CH:38]=[CH:37][CH:36]=[CH:35][CH:34]=1)([C@:9]([C:1](=[O:8])[C:2]1[CH:7]=[CH:6][CH:5]=[CH:4][CH:3]=1)([CH2:41][OH:42])[OH:40])[OH:31])[OH:22])=[O:13]. Procedure: Crude tetra-benzoyl-L-ribose 20 (17.0 g, 30.0 mmol) was dissolved in dichloromethane (150 mL) under an atmosphere of argon at 0° C. To this solution was added 33% HBr in AcOH (32.6 mL, 180.0 mmol of HBr) and the reaction was stirred for 30 min at 0° C. then brought to room temperature for 30 min. Dichloromethane (150 mL) was added and the reaction mixture was washed with 125 mL of cold water, dilute NaHCO3, two times with saturated NaHCO3 and brine then dried over Na2SO4 and concentrated in vacu... The reactants are CC(C)([O-])C.[K+] (Potassium t-butoxide), C(#N)NC(CC1=CC=CC=C1)=O (N-Cyano-2-phenylacetamide), BrCC(=O)N(CC(=O)N1CCOCC1)CC(C)C (2-bromo-N-isobutyl-N-(2-morpholin-4-yl-2-oxo-ethyl)-acetamide). Solvent: CN(C)C=O (DMF), CN(C)C=O (DMF). Reaction conditions: time 30 minute. Product: C(#N)N(C(CC1=CC=CC=C1)=O)CC(N(CC(=O)N1CCOCC1)CC(C)C)=O (N-cyano-N-{[isobutyl-(2-morpholin-4-yl-2-oxo-ethyl)-carbamoyl]-methyl}-2-phenyl-acetamide). The yield is 21.7%. RXN SMILES: [C:1]([NH:3][C:4](=[O:12])[CH2:5][C:6]1[CH:11]=[CH:10][CH:9]=[CH:8][CH:7]=1)#[N:2].CC(C)([O-])C.[K+].Br[CH2:20][C:21]([N:23]([CH2:33][CH:34]([CH3:36])[CH3:35])[CH2:24][C:25]([N:27]1[CH2:32][CH2:31][O:30][CH2:29][CH2:28]1)=[O:26])=[O:22]>CN(C=O)C>[C:1]([N:3]([CH2:20][C:21](=[O:22])[N:23]([CH2:33][CH:34]([CH3:35])[CH3:36])[CH2:24][C:25]([N:27]1[CH2:32][CH2:31][O:30][CH2:29][CH2:28]1)=[O:26])[C:4](=[O:12])[CH2:5][C:6]1[CH:7]=[CH:8][CH:9]=[CH:10][CH:11]=1)#[N:2] |f:1.2|. Procedure: N-Cyano-2-phenylacetamide (160 mg, 1.00 mmol) was dissolved in 5 mL of dry DMF. Potassium t-butoxide (112 mg, 1.00 mmol) was added. This mixture was stirred at room temperature for 30 min. The 2-bromo-N-isobutyl-N-(2-morpholin-4-yl-2-oxo-ethyl)-acetamide (321 mg, 1.00 mmol) from above was dissolved in 5 mL of dry DMF and added to the reaction mixture. The reaction mixture was stirred at room temperature for 2 h and then heated at 70° C. for 6 h. Solvent was removed in vacuo and residue was purif... Reactants: OCC1=CC2=C(SC=C2)C=C1 (5-hydroxymethylbenzo[b]thiophene), [OH-].[K+] (KOH), CI (methyl iodide). Solvent: CS(=O)C (dimethylsulfoxide), CS(=O)C (dimethylsulfoxide). Yields the product COCC1=CC2=C(SC=C2)C=C1 (5-Methoxymethylbenzo [b]thiophene). The yield is 69.9%. Reaction SMILES: [OH-].[K+].[OH:3][CH2:4][C:5]1[CH:13]=[CH:12][C:8]2[S:9][CH:10]=[CH:11][C:7]=2[CH:6]=1.[CH3:14]I>CS(C)=O>[CH3:14][O:3][CH2:4][C:5]1[CH:13]=[CH:12][C:8]2[S:9][CH:10]=[CH:11][C:7]=2[CH:6]=1 |f:0.1|. Procedure: To a stirred mixture of powdered KOH (18.9 g, 0.336 mol) in dimethylsulfoxide (100 ml) was added 5-hydroxymethylbenzo[b]thiophene (13.8 g, 0.084 mol) in 25 ml of dimethylsulfoxide. Then methyl iodide (23.9 g, 0.168 mol) was added dropwise at ambient temperature over several minutes. Stirring was continued for 11/2 hours. The mixture was filtered, diluted with water (150 ml) and extracted with methylene chloride (200 ml) in three portions. The combined extracts were washed with water, dried over ... Reactants: CCOC(=O)CBr, CC(C)(C)OC(=O)N1CCC(O)CC1, [Cl-], [H-], [NH4+], [Na+], C1CCOC1. The product is CCOC(=O)COC1CCN(C(=O)OC(C)(C)C)CC1. Reaction SMILES: [Br:17][CH2:18][C:19](=[O:20])[O:21][CH2:22][CH3:23].[C:1]([CH3:2])([CH3:3])([CH3:4])[O:5][C:6](=[O:7])[N:8]1[CH2:9][CH2:10][CH:11]([OH:14])[CH2:12][CH2:13]1.[Cl-:24].[H-:15].[NH4+:25].[Na+:16].[O:26]1[CH2:27][CH2:28][CH2:29][CH2:30]1>>[C:1]([CH3:2])([CH3:3])([CH3:4])[O:5][C:6](=[O:7])[N:8]1[CH2:9][CH2:10][CH:11]([O:14][CH2:18][C:19](=[O:20])[O:21][CH2:22][CH3:23])[CH2:12][CH2:13]1.